Dataset: the Open Reaction Database (ORD), a public repository of structured organic reaction records. Task: describe an organic reaction: reactants, conditions, products, and yield Starting materials: Cl (hydrochloric acid), C1(=CC=CC=C1)C1=NC(=NN1)C1=CC=C(C(=O)OC)C=C1 (methyl 4-(5-phenyl-1H-1,2,4-triazol-3-yl)benzoate), [OH-].[Na+] (sodium hydroxide), O1CCCC1 (tetrahydrofuran). The solvent is CO (methanol). Conditions: time 2 hour. The product is C1(=CC=CC=C1)C1=NC(=NN1)C1=CC=C(C(=O)O)C=C1 (4-(5-phenyl-1H-1,2,4-triazol-3-yl)benzoic acid). Yield: 80.0%. As a reaction SMILES: [C:1]1([C:7]2[NH:11][N:10]=[C:9]([C:12]3[CH:21]=[CH:20][C:15]([C:16]([O:18]C)=[O:17])=[CH:14][CH:13]=3)[N:8]=2)[CH:6]=[CH:5][CH:4]=[CH:3][CH:2]=1.[OH-].[Na+].O1CCCC1.Cl>CO>[C:1]1([C:7]2[NH:11][N:10]=[C:9]([C:12]3[CH:13]=[CH:14][C:15]([C:16]([OH:18])=[O:17])=[CH:20][CH:21]=3)[N:8]=2)[CH:2]=[CH:3][CH:4]=[CH:5][CH:6]=1 |f:1.2|. Procedure: A mixture of methyl 4-(5-phenyl-1H-1,2,4-triazol-3-yl)benzoate (0.500 g), 1 M aqueous sodium hydroxide solution (5.4 ml), tetrahydrofuran (6 ml) and methanol (3 ml) was stirred at room temperature for 2 hrs. and heated under reflux for 2 hrs. After cooling, 1 M hydrochloric acid was added to acidify the reaction mixture. The crystals were collected by filtration to give 4-(5-phenyl-1H-1,2,4-triazol-3-yl)benzoic acid (0.380 g, yield 79%). Recrystallization from hexane-tetrahydrofuran gave colorle... Starting materials: CS(=O)(=O)C1=NC=CC(=N1)C1=CC(=CC=C1)C(F)(F)F (2-methylsulfonyl-4-(m-trifluoromethylphenyl)pyrimidine), NN (hydrazine). The solvent is C(C)O (ethanol). The product is N(N)C1=NC=CC(=N1)C1=CC(=CC=C1)C(F)(F)F (2-Hydrazino-4-(m-trifluoromethylphenyl)pyrimidine). RXN SMILES: CS([C:5]1[N:10]=[C:9]([C:11]2[CH:16]=[CH:15][CH:14]=[C:13]([C:17]([F:20])([F:19])[F:18])[CH:12]=2)[CH:8]=[CH:7][N:6]=1)(=O)=O.[NH2:21][NH2:22]>C(O)C>[NH:21]([C:5]1[N:10]=[C:9]([C:11]2[CH:16]=[CH:15][CH:14]=[C:13]([C:17]([F:20])([F:19])[F:18])[CH:12]=2)[CH:8]=[CH:7][N:6]=1)[NH2:22]. Reported procedure: A solution of 6.0 g. of 2-methylsulfonyl-4-(m-trifluoromethylphenyl)pyrimidine in 75 ml. of absolute ethanol is treated with 1.9 g. of 95% hydrazine and is refluxed for 8 hours. Isolation as in the previous example gives the desired compound, m.p. 103°-106° C.; resolidifies and melts at 120°-122° C. The product is O=C1C2=C(SC3=C(C1)C=CC=C3)C=CC(=C2)C(C(=O)O)C (2-(10,11-dihydro-11-oxodibenzo[b,f]thiepin-2-yl)propionic acid). RXN SMILES: COC([CH:5]1[C:11](=O)[C:10]2[CH:13]=[CH:14][CH:15]=[CH:16][C:9]=2[S:8][C:7]2[CH:17]=[CH:18][C:19]([CH:21]([CH3:26])[C:22]([O:24]C)=[O:23])=[CH:20][C:6]1=2)=O.C(O)(=O)C.Cl.[OH2:32]>>[O:32]=[C:5]1[CH2:11][C:10]2[CH:13]=[CH:14][CH:15]=[CH:16][C:9]=2[S:8][C:7]2[CH:17]=[CH:18][C:19]([CH:21]([CH3:26])[C:22]([OH:24])=[O:23])=[CH:20][C:6]1=2. Procedure: Methyl 2-(10,11-dihydro-1i-methoxycarbonyl-10-oxodibenzo[b,f]thiepin-2-yl)propionate (prepared in Example 22, 18 mg, 0.040 mmol.), acetic acid (0.3 mL) and 6N hydrochloric acid (0.3 mL) were mixed, and the mixture was heated for 2 hours under reflux. To the reaction mixture was added water, and the aqueous mixture was extracted with ethyl acetate. The ethyl acetate portion was washed successively with water and an aqueous saturated sodium chloride solution, and dried over anhydrous sodium sulfat... The reactants are COC(=O)C1C2=C(SC3=C(C1=O)C=CC=C3)C=CC(=C2)C(C(=O)OC)C (methyl 2-(10,11-dihydro-11-methoxycarbonyl-10-oxodibenzo[b,f]thiepin-2-yl)propionate), C(C)(=O)O (acetic acid), Cl (hydrochloric acid), O (water). Starting materials: O=C1c2cccc(F)c2CC1Br, O=C1CCc2c(Cl)cc(Cl)cc21, Br[Cu]Br, C1COCCO1. The product is O=C1c2cc(Cl)cc(Cl)c2CC1Br. Reaction SMILES: [Br:1][CH:2]1[CH2:3][c:4]2[c:5]([cH:6][cH:7][cH:8][c:9]2[F:10])[C:11]1=[O:12].[Cl:13][c:14]1[c:15]2[c:19]([cH:20][c:21]([Cl:23])[cH:22]1)[C:18](=[O:24])[CH2:17][CH2:16]2.[Cu:25]([Br:26])[Br:27].[O:28]1[CH2:29][CH2:30][O:31][CH2:32][CH2:33]1>>[Br:1][CH:17]1[CH2:16][c:15]2[c:14]([Cl:13])[cH:22][c:21]([Cl:23])[cH:20][c:19]2[C:18]1=[O:24]. The reactants are [N+](=O)([O-])C1=C(C=CC2=CC=CC=C12)NC1=CC=C(C=C1)NC(OC(C)(C)C)=O (tert-Butyl 4-(1-nitro-2-naphthylamino)phenylcarbamate). Reagents/catalysts: [Pt]=O (platinum oxide). Run in O1CCCC1 (tetrahydrofuran), CO (methanol). Reaction conditions: time 2 hour. Product: NC1=C(C=CC2=CC=CC=C12)NC1=CC=C(C=C1)NC(OC(C)(C)C)=O (tert-Butyl 4-(1-amino-2-naphthylamino)phenylcarbamate). The yield is 91.1%. Reaction SMILES: [N+:1]([C:4]1[C:13]2[C:8](=[CH:9][CH:10]=[CH:11][CH:12]=2)[CH:7]=[CH:6][C:5]=1[NH:14][C:15]1[CH:20]=[CH:19][C:18]([NH:21][C:22](=[O:28])[O:23][C:24]([CH3:27])([CH3:26])[CH3:25])=[CH:17][CH:16]=1)([O-])=O>O1CCCC1.CO.[Pt]=O>[NH2:1][C:4]1[C:13]2[C:8](=[CH:9][CH:10]=[CH:11][CH:12]=2)[CH:7]=[CH:6][C:5]=1[NH:14][C:15]1[CH:20]=[CH:19][C:18]([NH:21][C:22](=[O:28])[O:23][C:24]([CH3:26])([CH3:25])[CH3:27])=[CH:17][CH:16]=1. Reported procedure: tert-Butyl 4-(1-nitro-2-naphthylamino)phenylcarbamate (18.67 g, 49.21 mmol) was dissolved in tetrahydrofuran (180 mL) and methanol (180 mL), the mixture was added with platinum oxide (360 mg), and the mixture was stirred at room temperature for 2 hours under a hydrogen atmosphere. The catalyst was separated by filtration, then the solvent was evaporated under reduced pressure, and the residue was washed with methanol to give the title compound (15.67 g, yield 91%) as off-white crystals. Reactants: O1C[C@@H]([C@H]2[C@@H]1OCC2)O ((3R,3aS,6aR)-hexahydrofuro[2,3-b]furan-3-ol), C(ON1C(CCC1=O)=O)(ON1C(CCC1=O)=O)=O (disuccinimidyl carbonate). Yields the product O1C[C@@H]([C@H]2[C@@H]1OCC2)OC(=O)ON2C(CCC2=O)=O (1-([[(3R,3aS,6aR)hexahydrofuro[2,3-b]furan-3-yloxy]carbonyl]oxy)-2,5-pyrrolidinedione). As a reaction SMILES: [O:1]1[C@H:5]2[O:6][CH2:7][CH2:8][C@H:4]2[C@@H:3]([OH:9])[CH2:2]1.[C:10](=O)([O:19]N1C(=O)CCC1=O)[O:11][N:12]1[C:16](=[O:17])[CH2:15][CH2:14][C:13]1=[O:18]>>[O:1]1[C@H:5]2[O:6][CH2:7][CH2:8][C@H:4]2[C@@H:3]([O:9][C:10]([O:11][N:12]2[C:16](=[O:17])[CH2:15][CH2:14][C:13]2=[O:18])=[O:19])[CH2:2]1. Reported procedure: In particular, when the (3R,3aS,6aR)-hexahydrofuro[2,3-b]furan-3-ol is processed with disuccinimidyl carbonate, 1-([[(3R,3aS,6aR)hexahydrofuro[2,3-b]furan-3-yloxy]carbonyl]oxy)-2,5-pyrrolidinedione is obtained. Said compound is a preferred (3R,3aS,6aR)-hexahydrofuro[2,3-b]furan-3-yl derivate.